describe an organic reaction: reactants, conditions, products, and yield From a dataset of the Open Reaction Database (ORD), a public repository of structured organic reaction records. Starting materials: NC=1C(=NC(=C(N1)N)I)C(=O)OC (Methyl 3,5-diamino-6-iodo-2-pyrazinoate), O.NC=1C(=NC(=C(N1)N)C#N)C(=O)O.NC=1C(=NC(=C(N1)N)C#N)C(=O)O (3,5-diamino-6-cyano-2-pyrazinoate hemihydrate), cuprous cyanide, [C-]#N.[Na+] (sodium cyanide). Solvent: CN(P(=O)(N(C)C)N(C)C)C (hexamethylphosphoramide). Conditions: temperature 100 celsius, time 1 hour. The product is O.NC=1C(=NC(=C(N1)N)C#N)C(=O)OC.COC(=O)C1=NC(=C(N=C1N)N)C#N (Methyl 3,5-diamino-6-cyano-2-pyrazinoate hemihydrate). RXN SMILES: N[C:2]1C(C(OC)=[O:11])=NC(I)=C(N)N=1.[C-]#N.[Na+].O.[NH2:18][C:19]1[C:20]([C:28]([OH:30])=[O:29])=[N:21][C:22]([C:26]#[N:27])=[C:23]([NH2:25])[N:24]=1.[NH2:31][C:32]1[C:33]([C:41]([OH:43])=[O:42])=[N:34][C:35]([C:39]#[N:40])=[C:36]([NH2:38])[N:37]=1>CN(C)P(N(C)C)(N(C)C)=O>[OH2:11].[NH2:18][C:19]1[C:20]([C:28]([O:30][CH3:2])=[O:29])=[N:21][C:22]([C:26]#[N:27])=[C:23]([NH2:25])[N:24]=1.[CH3:2][O:42][C:41]([C:33]1[C:32]([NH2:31])=[N:37][C:36]([NH2:38])=[C:35]([C:39]#[N:40])[N:34]=1)=[O:43] |f:1.2,3.4.5,7.8.9|. Procedure details: Methyl 3,5-diamino-6-iodo-2-pyrazinoate (370 mg., 0.0012 mole), cuprous cyanide (215 mg., 0.0024 mole) and hexamethylphosphoramide (10 ml.) are combined and heated at 100° C. for 15 minutes. After cooling to 25° C. the reaction mixture is added to aqueous sodium cyanide solution, stirred at 25° C. for 1 hour and extracted with CHCl3. The CHCl3 layer was washed with dilute NaCN solution, then with H2O, and dried (MgSO4). After evaporation of the CHCl3, the residual oil was treated with hexane to ... Starting materials: C1CCOC1, CP(C)C, O=C(O)C(F)(F)F, N#Cc1cc(Oc2c(Cl)ccc(CNC(=O)c3[nH]c(N=[N+]=[N-])nc3Cl)c2F)cc(C(F)F)c1, O. The product is O=C(O)C(F)(F)F, N#Cc1cc(Oc2c(Cl)ccc(CNC(=O)c3[nH]c(N)nc3Cl)c2F)cc(C(F)F)c1. Reaction SMILES: [CH2:46]1[O:47][CH2:48][CH2:49][CH2:50]1.[CH3:42][P:43]([CH3:44])[CH3:45].[F:1][C:2]([C:3](=[O:4])[OH:5])([F:6])[F:7].[N:8](=[N+:9]=[N-:10])[c:11]1[nH:12][c:13]([C:17](=[O:18])[NH:19][CH2:20][c:21]2[c:22]([F:40])[c:23]([O:28][c:29]3[cH:30][c:31]([C:38]#[N:39])[cH:32][c:33]([CH:35]([F:36])[F:37])[cH:34]3)[c:24]([Cl:27])[cH:25][cH:26]2)[c:14]([Cl:16])[n:15]1.[OH2:41]>>[F:1][C:2]([C:3](=[O:4])[OH:5])([F:6])[F:7].[NH2:8][c:11]1[nH:12][c:13]([C:17](=[O:18])[NH:19][CH2:20][c:21]2[c:22]([F:40])[c:23]([O:28][c:29]3[cH:30][c:31]([C:38]#[N:39])[cH:32][c:33]([CH:35]([F:36])[F:37])[cH:34]3)[c:24]([Cl:27])[cH:25][cH:26]2)[c:14]([Cl:16])[n:15]1.